From a dataset of the Open Reaction Database (ORD), a public repository of structured organic reaction records. describe an organic reaction: reactants, conditions, products, and yield Reactants: C(C#C)Cl (2-propynyl chloride), N1CCCCC1 (piperidine). The solvent is CO (methanol), CO (methanol). Product: C(C#C)N1CCCCC1 (1-(2-propynyl)piperidine). As a reaction SMILES: [CH2:1](Cl)[C:2]#[CH:3].[NH:5]1[CH2:10][CH2:9][CH2:8][CH2:7][CH2:6]1>CO>[CH2:1]([N:5]1[CH2:10][CH2:9][CH2:8][CH2:7][CH2:6]1)[C:2]#[CH:3]. Procedure: With stirring, a solution of 2-propynyl chloride (40.31 g) in dry methanol (50 ml) was added dropwise to a solution of piperidine (92.14 g) in dry methanol (100 ml). The mixture was stirred at 25° C. for 3 hours and then filtered. The filtrate was concentrated under reduced pressure and the residue was distilled (boiling point: 163–165° C./atmospheric pressure). Reactants: C(C)(C)(C)OC(=O)N1CCC(CC1)=O (1-tert-butoxycarbonyl-4-piperidone), [H][H] (hydrogen), N (ammonia). Reagents/catalysts: [Ni] (Raney nickel). The product is C(C)(C)(C)OC(=O)N1CCC(CC1)N (1-(tert-butoxycarbonyl)4-aminopiperidine). As a reaction SMILES: [C:1]([O:5][C:6]([N:8]1[CH2:13][CH2:12][C:11](=O)[CH2:10][CH2:9]1)=[O:7])([CH3:4])([CH3:3])[CH3:2].[H][H].[NH3:17]>[Ni]>[C:1]([O:5][C:6]([N:8]1[CH2:13][CH2:12][CH:11]([NH2:17])[CH2:10][CH2:9]1)=[O:7])([CH3:4])([CH3:3])[CH3:2]. Procedure details: 100.0 g (0.50 mol) of 1-tert-butoxycarbonyl-4-piperidone were subjected to reductive amination in 300 ml of ammonia-saturated methanol in the presence of 20.0 g of Raney nickel at 100° C. and a hydrogen pressure of 100 bar. After the catalyst had been removed by filtration, the mixture was concentrated. This gave 95.5 g of a brown oil (95.4% of theory). Starting materials: COc1nc(O)cc(O)n1, [Na+], [OH-], CCOS(=O)(=O)OCC. Yields the product CCOc1cc(O)nc(OC)n1. Reaction SMILES: [CH3:1][O:2][c:3]1[n:4][c:5]([OH:10])[cH:6][c:7]([OH:9])[n:8]1.[Na+:12].[OH-:11].[S:13]([O:14][CH2:15][CH3:16])([O:19][CH2:17][CH3:18])(=[O:20])=[O:21]>>[CH3:1][O:2][c:3]1[n:4][c:5]([OH:10])[cH:6][c:7]([O:9][CH2:17][CH3:18])[n:8]1. The reactants are [Li+].CC(C)[N-]C(C)C (LDA), C1(C=CCC1)C(=O)[O-] (cyclopent-2-ene-1-carboxylate), O1CCCC1 (tetrahydrofuran), C(C)I (ethyl iodide), O1CCCC1 (tetrahydrofuran), [NH4+].[Cl-] (NH4Cl). Reaction conditions: time 40 minute. Product: CC=1N(C(=CC1)C)[C@@H]1C=C[C@@](C1)(C(=O)OC)CC (methyl (1R,4S)-4-(2,5-dimethyl-1H-pyrrol-1-yl)-1-ethylcyclopent-2-ene-1-carboxylate). Isolated yield 82.0%. Reaction SMILES: [Li+].[CH3:2][CH:3]([N-:5][CH:6]([CH3:8])[CH3:7])[CH3:4].[CH:9]1([C:14]([O-:16])=[O:15])[CH2:13][CH2:12][CH:11]=[CH:10]1.[CH2:17](I)[CH3:18].[NH4+].[Cl-].O1CCC[CH2:23]1>>[CH3:2][C:3]1[N:5]([C@H:12]2[CH2:13][C@@:9]([CH2:17][CH3:18])([C:14]([O:16][CH3:23])=[O:15])[CH:10]=[CH:11]2)[C:6]([CH3:8])=[CH:7][CH:4]=1 |f:0.1,4.5|. Procedure details: A −40° C. solution of 2 M (in THF/ethylbenzene/heptane) LDA (68 ml, 138 mmol) in tetrahydrofuran (120 ml) was treated with methyl (1R,4S)-4-2,5-dimethyl-1H-pyrrol-1-yl)cyclopent-2-ene-1-carboxylate (14.02 g, 63.9 mmol) while keeping the temperature less than −33° C. The cold reaction was stirred for 40 minutes and then a solution of ethyl iodide (13.63 g, 87.4 mmol) in tetrahydrofuran (5 ml) was added slowly while keeping the temperature less than −33° C. The reaction was stirred with the cold b... Starting materials: COC1=CC=C2C(=CC=NC2=C1)OCC1=NN=C2N1C=C(C=C2)C(=O)NCCN(C(OC(C)(C)C)=O)C (tert-Butyl 2-(3-((7-methoxyquinolin-4-yloxy)methyl)-[1,2,4]triazolo[4,3-a]pyridine-6-carboxamido)ethyl(methyl)carbamate), COC1=CC=C2C(=CC=NC2=C1)OCC1=NN=C2N1C=C(C=C2)C=2CCNCC2 (7-methoxy-4-((6-(1,2,3,6-tetrahydropyridin-4-yl)-[1,2,4]triazolo[4,3-a]pyridin-3-yl)methoxy)quinoline). Product: COC1=CC=C2C(=CC=NC2=C1)OCC1=NN=C2N1C=C(C=C2)C(=O)NCCNC (3-((7-methoxyquinolin-4-yloxy)methyl)-N-(2-(methylamino)ethyl)-[1,2,4]triazolo[4,3-a]pyridine-6-carboxamide). Reaction SMILES: [CH3:1][O:2][C:3]1[CH:12]=[C:11]2[C:6]([C:7]([O:13][CH2:14][C:15]3[N:19]4[CH:20]=[C:21]([C:24]([NH:26][CH2:27][CH2:28][N:29](C)[C:30](=O)OC(C)(C)C)=[O:25])[CH:22]=[CH:23][C:18]4=[N:17][N:16]=3)=[CH:8][CH:9]=[N:10]2)=[CH:5][CH:4]=1.COC1C=C2C(C(OCC3N4C=C(C5CCNCC=5)C=CC4=NN=3)=CC=N2)=CC=1>>[CH3:1][O:2][C:3]1[CH:12]=[C:11]2[C:6]([C:7]([O:13][CH2:14][C:15]3[N:19]4[CH:20]=[C:21]([C:24]([NH:26][CH2:27][CH2:28][NH:29][CH3:30])=[O:25])[CH:22]=[CH:23][C:18]4=[N:17][N:16]=3)=[CH:8][CH:9]=[N:10]2)=[CH:5][CH:4]=1. Procedure: tert-Butyl 2-(3-((7-methoxyquinolin-4-yloxy)methyl)-[1,2,4]triazolo[4,3-a]pyridine-6-carboxamido)ethyl(methyl)carbamate was deprotected as previously described for 7-methoxy-4-((6-(1,2,3,6-tetrahydropyridin-4-yl)-[1,2,4]triazolo[4,3-a]pyridin-3-yl)methoxy)quinoline.